Dataset: the Open Reaction Database (ORD), a public repository of structured organic reaction records. Task: describe an organic reaction: reactants, conditions, products, and yield Reported procedure: A solution of 3-ethoxy-2-(4-methoxybenzyl)oxy)-5-(4,4,5,5-tetramethyl-1,3,2-dioxaborolan-2-yl) pyridine (78 mg, 0.202 mmol), N-(4-(2-(benzyloxy)ethoxy)-3-(trifluoromethyl)phenyl)-2-(4-bromo-2,6-difluorophenyl)acetamide (110 mg, 0.202 mmol), PdCl2(dppf)-DCM adduct (16.50 mg, 0.020 mmol) and Cs2CO3 (132 mg, 0.404 mmol) in 1,4-dioxane (6 mL) and H2O (2 mL) was stirred at 110° C. for 15 min. After LCMS analysis showed the starting material had disappeared, the solvent was removed in vacuo. The resid... Yields the product C(C1=CC=CC=C1)OCCOC1=C(C=C(C=C1)NC(CC1=C(C=C(C=C1F)C=1C=NC(=C(C1)OCC)OCC1=CC=C(C=C1)OC)F)=O)C(F)(F)F (N-(4-(2-(benzyloxy)ethoxy)-3-(trifluoromethyl)phenyl)-2-(4-(5-ethoxy-6-((4-methoxybenzyl)oxy)pyridin-3-yl)-2,6-difluorophenyl)acetamide). The solvent is O1CCOCC1 (1,4-dioxane), O (H2O). RXN SMILES: CC1(C)C(C)(C)OB([C:9]2[CH:10]=[CH:11][CH:12]=[N:13][CH:14]=2)O1.[CH2:16]([O:23][CH2:24][CH2:25][O:26][C:27]1[CH:32]=[CH:31][C:30]([NH:33][C:34](=[O:45])[CH2:35][C:36]2[C:41]([F:42])=[CH:40][C:39](Br)=[CH:38][C:37]=2[F:44])=[CH:29][C:28]=1[C:46]([F:49])([F:48])[F:47])[C:17]1[CH:22]=[CH:21][CH:20]=[CH:19][CH:18]=1.[C:50]([O-:53])([O-])=O.[Cs+].[Cs+]>O1CCOCC1.O.C1C=CC(P(C2C=CC=CC=2)[C-]2C=CC=C2)=CC=1.C1C=CC(P(C2C=CC=CC=2)[C-]2C=CC=C2)=CC=1.Cl[Pd]Cl.[Fe+2].C(Cl)Cl>[CH2:16]([O:23][CH2:24][CH2:25][O:26][C:27]1[CH:32]=[CH:31][C:30]([NH:33][C:34](=[O:45])[CH2:35][C:36]2[C:41]([F:42])=[CH:40][C:39]([C:11]3[CH:12]=[N:13][C:14]([O:23][CH2:16][C:17]4[CH:22]=[CH:21][C:20]([O:53][CH3:50])=[CH:19][CH:18]=4)=[C:9]([O:26][CH2:25][CH3:24])[CH:10]=3)=[CH:38][C:37]=2[F:44])=[CH:29][C:28]=1[C:46]([F:49])([F:48])[F:47])[C:17]1[CH:22]=[CH:21][CH:20]=[CH:19][CH:18]=1 |f:2.3.4,7.8.9.10.11|. Yield: 70.3%. The reactants are CC1(OB(OC1(C)C)C=1C=CC=NC1)C (5-(4,4,5,5-tetramethyl-1,3,2-dioxaborolan-2-yl) pyridine), C(C1=CC=CC=C1)OCCOC1=C(C=C(C=C1)NC(CC1=C(C=C(C=C1F)Br)F)=O)C(F)(F)F (N-(4-(2-(benzyloxy)ethoxy)-3-(trifluoromethyl)phenyl)-2-(4-bromo-2,6-difluorophenyl)acetamide), C(=O)([O-])[O-].[Cs+].[Cs+] (Cs2CO3). The reagents and catalysts are C1=CC=C(C=C1)P([C-]2C=CC=C2)C3=CC=CC=C3.C1=CC=C(C=C1)P([C-]2C=CC=C2)C3=CC=CC=C3.Cl[Pd]Cl.[Fe+2].C(Cl)Cl (PdCl2(dppf) DCM).